This data is from the Open Reaction Database (ORD), a public repository of structured organic reaction records. The task is: describe an organic reaction: reactants, conditions, products, and yield Starting materials: ClC1=CC=C2C(CCN(C2=C1)C(C1=C(C=C(C=C1)Cl)Cl)=O)=O (7-chloro-1-(2,4-dichlorobenzoyl)-2,3-dihydro-4(1H)-quinolinone), C(C)O (ethanol), Cl.ON (hydroxyl amine hydrochloride), N1=CC=CC=C1 (pyridine). The solvent is O (water). The product is ClC1=CC=C2C(CCN(C2=C1)C(C1=C(C=C(C=C1)Cl)Cl)=O)=NO (7-chloro-1-(2,4-dichlorobenzoyl)-2,3-dihydro-4(1H)-quinolinone-4-oxime). The yield is 87.7%. As a reaction SMILES: [Cl:1][C:2]1[CH:11]=[C:10]2[C:5]([C:6](=O)[CH2:7][CH2:8][N:9]2[C:12](=[O:21])[C:13]2[CH:18]=[CH:17][C:16]([Cl:19])=[CH:15][C:14]=2[Cl:20])=[CH:4][CH:3]=1.C(O)C.Cl.[OH:27][NH2:28].N1C=CC=CC=1>O>[Cl:1][C:2]1[CH:11]=[C:10]2[C:5]([C:6](=[N:28][OH:27])[CH2:7][CH2:8][N:9]2[C:12](=[O:21])[C:13]2[CH:18]=[CH:17][C:16]([Cl:19])=[CH:15][C:14]=2[Cl:20])=[CH:4][CH:3]=1 |f:2.3|. Reported procedure: To a mixture of 7-chloro-1-(2,4-dichlorobenzoyl)-2,3-dihydro-4(1H)-quinolinone (17.5 g), obtained in example 5, and ethanol (250 ml) were added hydroxyl amine hydrochloride (7 g) and pyridine (8.5 g), and the mixture was heated under reflux for 1.5 hours. After cooling, the reaction mixture was poured into 1000 ml of water, and precipitated crystals were separated by filtration, washed, dried and recrystallized with ethanol to obtain 7-chloro-1-(2,4-dichlorobenzoyl)-2,3-dihydro-4(1H)-quinolinone... Reaction SMILES: [CH2:37]([c:38]1[cH:39][cH:40][cH:41][cH:42][cH:43]1)[Cl:44].[CH3:45][C:46]#[N:47].[CH:28]([N:29]([CH2:30][CH3:31])[CH:32]([CH3:33])[CH3:34])([CH3:35])[CH3:36].[NH2:1][c:2]1[cH:3][c:4]2[c:8]([cH:9][cH:10]1)[N:7]([CH2:11][C:12]([CH2:13][n:14]1[n:15][cH:16][n:17][cH:18]1)([OH:19])[c:20]1[c:21]([F:27])[cH:22][c:23]([F:26])[cH:24][cH:25]1)[NH:6][CH2:5]2>>[NH:1]([c:2]1[cH:3][c:4]2[c:8]([cH:9][cH:10]1)[N:7]([CH2:11][C:12]([CH2:13][n:14]1[n:15][cH:16][n:17][cH:18]1)([OH:19])[c:20]1[c:21]([F:27])[cH:22][c:23]([F:26])[cH:24][cH:25]1)[NH:6][CH2:5]2)[CH2:37][c:38]1[cH:39][cH:40][cH:41][cH:42][cH:43]1. Product: OC(CN1NCc2cc(NCc3ccccc3)ccc21)(Cn1cncn1)c1ccc(F)cc1F. The reactants are ClCc1ccccc1, CC#N, CCN(C(C)C)C(C)C, Nc1ccc2c(c1)CNN2CC(O)(Cn1cncn1)c1ccc(F)cc1F. The reactants are C(C)OC(=O)C=1N(C2=CC=C(C=C2C1)NC(=O)C=1C(=CC=CC1)C1=CC=C(C=C1)C(F)(F)F)CC (1-Ethyl-5-[(4′-trifluoromethyl-biphenyl-2-carbonyl)-amino]-1H-indole-2-carboxylic acid ethyl ester), O.[OH-].[Li+] (Lithium hydroxide monohydrate). The solvent is CO.O (MeOH H2O). Yields the product C(C)N1C(=CC2=CC(=CC=C12)NC(=O)C=1C(=CC=CC1)C1=CC=C(C=C1)C(F)(F)F)C(=O)O (1-Ethyl-5-[(4′-trifluoromethyl-biphenyl-2-carbonyl)-amino]-1H-indole-2-carboxylic acid). Reaction SMILES: C([O:3][C:4]([C:6]1[N:7]([CH2:34][CH3:35])[C:8]2[C:13]([CH:14]=1)=[CH:12][C:11]([NH:15][C:16]([C:18]1[C:19]([C:24]3[CH:29]=[CH:28][C:27]([C:30]([F:33])([F:32])[F:31])=[CH:26][CH:25]=3)=[CH:20][CH:21]=[CH:22][CH:23]=1)=[O:17])=[CH:10][CH:9]=2)=[O:5])C.O.[OH-].[Li+]>CO.O>[CH2:34]([N:7]1[C:8]2[C:13](=[CH:12][C:11]([NH:15][C:16]([C:18]3[C:19]([C:24]4[CH:29]=[CH:28][C:27]([C:30]([F:32])([F:33])[F:31])=[CH:26][CH:25]=4)=[CH:20][CH:21]=[CH:22][CH:23]=3)=[O:17])=[CH:10][CH:9]=2)[CH:14]=[C:6]1[C:4]([OH:5])=[O:3])[CH3:35] |f:1.2.3,4.5|. Procedure details: 1-Ethyl-5-[(4′-trifluoromethyl-biphenyl-2-carbonyl)-amino]-1H-indole-2-carboxylic acid ethyl ester (4.5 g, 9.37 mmol) was added to MeOH/H2O (110 mL, 10/1). Lithium hydroxide monohydrate (1.5 g, 35.7 mmol) was added to the above mixture. The mixture which resulted was heated to reflux overnight. The solvent was removed under reduced pressure and the residue was dissolved in H2O (500 mL). The solution was acidified with 6N HCl to pH 2. The solid was collected by filtration and dried under vacuum (... Reactants: [N+](=O)([O-])C1=C(C=CC=C1)\C=C\C=C\C1=CC=CC=C1 ((E,E)-1-(2-nitrophenyl)-4-phenyl-1,3-butadiene), C1(C=CC(N1)=O)=O (maleic acid imide), C1(C=CC(N1)=O)=O (maleic acid imide). Run in ClCCl (dichloromethane), C1(=CC=CC=C1)C (toluene). Reaction conditions: temperature 130 celsius. Yields the product [N+](=O)([O-])C1=C(C=CC=C1)C1C2C(NC(C2C(C=C1)C1=CC=CC=C1)=O)=O (1,3,3a,4,7,7a-hexahydro-4-(2-nitrophenyl)-1,3-dioxo-7-phenyl-2H-isoindole). Reaction SMILES: [N+:1]([C:4]1[CH:9]=[CH:8][CH:7]=[CH:6][C:5]=1/[CH:10]=[CH:11]/[CH:12]=[CH:13]/[C:14]1[CH:19]=[CH:18][CH:17]=[CH:16][CH:15]=1)([O-:3])=[O:2].[C:20]1(=[O:26])[NH:24][C:23](=[O:25])[CH:22]=[CH:21]1>C1(C)C=CC=CC=1.ClCCl>[N+:1]([C:4]1[CH:9]=[CH:8][CH:7]=[CH:6][C:5]=1[CH:10]1[CH:11]=[CH:12][CH:13]([C:14]2[CH:15]=[CH:16][CH:17]=[CH:18][CH:19]=2)[CH:22]2[CH:21]1[C:20](=[O:26])[NH:24][C:23]2=[O:25])([O-:3])=[O:2]. Procedure details: 7.5 g (29.8 mmole) (E,E)-1-(2-nitrophenyl)-4-phenyl-1,3-butadiene and 2.9 g (29.9 mmole) maleic acid imide are heated in 10 ml toluene to 130° C. for 12 hours. After addition of 1.5 g (15.5 mmole) maleic acid imide it is heated at 130° C. for a further 24 hours. After cooling, it is diluted with 40 ml dichloromethane, the product filtered off, and crystallized from ethanol. One obtains 1,3,3a,4,7,7a-hexahydro-4-(2-nitrophenyl)-1,3-dioxo-7-phenyl-2H-isoindole in the form of pale yellow crystals, ... Reactants: CCCC1(c2ccccc2)N=C(C)N(CC(=O)c2ccc([N+](=O)[O-])cc2)C1=O, CCO, [Na+], [OH-]. Product: CCCC1(c2ccccc2)N=C(C)N(CC(=O)c2ccc(N)cc2)C1=O. RXN SMILES: [CH3:1][C:2]1=[N:3][C:4]([CH2:20][CH2:21][CH3:22])([c:23]2[cH:24][cH:25][cH:26][cH:27][cH:28]2)[C:5](=[O:19])[N:6]1[CH2:7][C:8](=[O:9])[c:10]1[cH:11][cH:12][c:13]([N+:16]([O-:17])=[O:18])[cH:14][cH:15]1.[CH3:31][CH2:32][OH:33].[Na+:30].[OH-:29]>>[CH3:1][C:2]1=[N:3][C:4]([CH2:20][CH2:21][CH3:22])([c:23]2[cH:24][cH:25][cH:26][cH:27][cH:28]2)[C:5](=[O:19])[N:6]1[CH2:7][C:8](=[O:9])[c:10]1[cH:11][cH:12][c:13]([NH2:16])[cH:14][cH:15]1.